Task: describe an organic reaction: reactants, conditions, products, and yield. Dataset: the Open Reaction Database (ORD), a public repository of structured organic reaction records Reactants: four, CC1=CC=C(C=C1)C1=CC=C(C=C1)CCC(=C)C (4-methyl-4'-isopentenyl biphenyl). Solvent: C1(=CC=CC=C1)C (toluene). Yields the product CC1=CC=C(C=C1)C1=CC2=CC=C(C=C2C=C1)C (2-(4'-methylphenyl)-6-methyl naphthalene). RXN SMILES: C[C:2]1[CH:7]=[CH:6][C:5]([C:8]2[CH:13]=[CH:12][C:11]([CH2:14]CC(C)=C)=[CH:10][CH:9]=2)=[CH:4][CH:3]=1>C1(C)C=CC=CC=1>[CH3:14][C:11]1[CH:10]=[CH:9][C:8]([C:5]2[CH:6]=[CH:7][C:2]3[C:3](=[CH:3][CH:4]=[C:5]([CH3:8])[CH:6]=3)[CH:4]=2)=[CH:13][CH:12]=1. Procedure: Into the reactor were fed a solution of 12.4 g (0.56 mol) of the four isomers of 4-methyl-4'-isopentenyl biphenyl of Example 5 in 237.6 g of toluene at a rate of 10 g/hour. Lower boiling point compounds were removed by distillation from the reaction mixture. The reaction mixture was concentrated to 30 g. The reaction mixture was left to stand. The deposited crystal was filtered to separate it off. The product was recrystallized with toluene for purification. As a result, 2-(4'-methylphenyl)-6-me... Reactants: COCC(C)(O)C (1-methoxy-2-methyl-2-propanol), TEA, FC(C(=O)[O-])(F)F.C(N)(=O)C=1C(=NN(C1)C1(CC[NH2+]CC1)CC#N)NC1=CC=C(C=C1)F (4-(4-carbamoyl-3-((4-fluorophenyl)amino)-1H-pyrazol-1-yl)-4-(cyanomethyl)piperidin-1-ium 2,2,2-trifluoroacetate), FC(C(=O)[O-])(F)F.C(N)(=O)C=1C(=NN(C1)C1(CC[NH2+]CC1)CC#N)NC1=CC=C(C=C1)F (4-(4-carbamoyl-3-((4-fluorophenyl)amino)-1H-pyrazol-1-yl)-4-(cyanomethyl)piperidin-1-ium 2,2,2-trifluoroacetate), TEA, ClC(Cl)(OC(OC(Cl)(Cl)Cl)=O)Cl (Triphosgene). Solvent: C1CCOC1 (THF), C(Cl)Cl (DCM), C(Cl)Cl (DCM). The product is C(N)(=O)C=1C(=NN(C1)C1(CCN(CC1)C(=O)OC(COC)(C)C)CC#N)NC1=CC=C(C=C1)F (2-Methoxy-1,1-dimethylethyl 4-{4-carbamoyl-3-[(4-fluorophenyl)amino]-1H-pyrazol-1-yl}-4-(cyanomethyl)piperidine-1-carboxylate). As a reaction SMILES: [CH3:1][O:2][CH2:3][C:4]([CH3:7])([OH:6])[CH3:5].ClC(Cl)(O[C:12](=[O:18])OC(Cl)(Cl)Cl)Cl.FC(F)(F)C([O-])=O.[C:27]([C:30]1[C:31]([NH:44][C:45]2[CH:50]=[CH:49][C:48]([F:51])=[CH:47][CH:46]=2)=[N:32][N:33]([C:35]2([CH2:41][C:42]#[N:43])[CH2:40][CH2:39][NH2+:38][CH2:37][CH2:36]2)[CH:34]=1)(=[O:29])[NH2:28]>C1COCC1.C(Cl)Cl>[C:27]([C:30]1[C:31]([NH:44][C:45]2[CH:46]=[CH:47][C:48]([F:51])=[CH:49][CH:50]=2)=[N:32][N:33]([C:35]2([CH2:41][C:42]#[N:43])[CH2:40][CH2:39][N:38]([C:12]([O:6][C:4]([CH3:7])([CH3:5])[CH2:3][O:2][CH3:1])=[O:18])[CH2:37][CH2:36]2)[CH:34]=1)(=[O:29])[NH2:28] |f:2.3|. Reported procedure: A solution of 1-methoxy-2-methyl-2-propanol (91 mg, 0.88 mmol) in THF (1.5 mL) and TEA (0.20 mL, 1.4 mmol) was cooled to 0° C. and allowed to stir. Triphosgene (260 mg, 0.876 mmol) was added and the resulting mixture was allowed to warm to ambient temperature and was stirred for 15 minutes. A solution of 4-{4-carbamoyl-3-[(4-fluorophenyl)amino]-1H-pyrazol-1-yl}-4-(cyanomethyl)piperidinium trifluoroacetate (Intermediate #38-5) (80 mg, 0.18 mmol) and TEA (0.061 mL, 0.44 mmol) in DCM (1.0 mL) was t... Starting materials: FC1=CC=C(C=C1)S(=O)[O-].[Na+] (Sodium 4-fluorobenzenesulphinate), BrC=1C(=C(C(=O)OCC)C(=CC1)CSC1=CC=CC=C1)OC (ethyl 3-bromo-6-(phenylthiomethyl)-2-methoxybenzoate), BrC=1C(=C(C(=O)OCC)C(=CC1)CSC1=CC=CC=C1)OC (ethyl 3-bromo-6-(phenylthiomethyl)-2-methoxybenzoate), C([O-])(O)=O.[Na+] (sodium bicarbonate), resultant mixture. The solvent is CC(=O)N(C)C (dimethylacetamide), O (water), O (water). Run at time 3 hour. Yields the product BrC=1C(=C(C(=O)OCC)C(=CC1)CS(=O)(=O)C1=CC=C(C=C1)F)OC (ethyl 3-bromo-6-(4-fluorobenzenesulphonyl-methyl)-2-methoxybenzoate). Yield: 81.8%. RXN SMILES: [F:1][C:2]1[CH:7]=[CH:6][C:5]([S:8]([O-:10])=[O:9])=[CH:4][CH:3]=1.[Na+].[Br:12][C:13]1[C:14]([O:32][CH3:33])=[C:15]([C:21]([CH2:24]SC2C=CC=CC=2)=[CH:22][CH:23]=1)[C:16]([O:18][CH2:19][CH3:20])=[O:17].C(=O)(O)[O-].[Na+]>CC(N(C)C)=O.O>[Br:12][C:13]1[C:14]([O:32][CH3:33])=[C:15]([C:21]([CH2:24][S:8]([C:5]2[CH:6]=[CH:7][C:2]([F:1])=[CH:3][CH:4]=2)(=[O:10])=[O:9])=[CH:22][CH:23]=1)[C:16]([O:18][CH2:19][CH3:20])=[O:17] |f:0.1,3.4|. Reported procedure: Sodium 4-fluorobenzenesulphinate (0.517 g) was added to a suspension of ethyl 3-bromo-6-bromomethyl-2-methoxybenzoate (Intermediate 87, 0.4 g) and sodium bicarbonate (0.24 g) in dimethylacetamide (8 ml) and water (2 ml) and the mixture was stirred at room temperature for 3 hours. The resultant mixture was diluted with water and loaded onto a C-18 SPE column. The column was flushed with water then eluted with DCM and ethyl acetate. The organic eluent was dried (MgSO4) and filtered. The filtrate w... RXN SMILES: [CH3:1][O:2][C:3](=[O:4])[NH:5][C:6]([NH:7][c:8]1[c:9]([N+:17]([O-:18])=[O:19])[cH:10][c:11]([S:14][C:15]#[N:16])[cH:12][cH:13]1)=[S:20].[CH3:28][OH:29].[Cl-:25].[Fe:27].[OH2:21].[OH2:22].[OH2:23].[OH2:24].[OH2:26]>>[CH3:1][O:2][C:3](=[O:4])[NH:5][C:6]([NH:7][c:8]1[c:9]([NH2:17])[cH:10][c:11]([S:14][C:15]#[N:16])[cH:12][cH:13]1)=[S:20]. The product is COC(=O)NC(=S)Nc1ccc(SC#N)cc1N. Starting materials: COC(=O)NC(=S)Nc1ccc(SC#N)cc1[N+](=O)[O-], CO, [Cl-], [Fe], O, O, O, O, O. Procedure details: A solution of methanesulfonamide (61 mg, 0.65 mmol) in DMF (2 mL) stirred at 0° C. under an atmosphere of nitrogen was treated with NaH (99 mg, 0.7 mmol). After the ice bath was removed, the mixture was stirred at rt for 15 min. The resulting suspension was treated with a solution of 4-[5-(2,4-difluorophenoxy)-2-methylsulfonylpyrimidin-4-yl]-6-methylfuro[2,3-c]pyridin-7-one (70 mg, 0.16 mmol) in DMF (1 mL). After the nitrogen inlet was removed, the capped mixture was heated to 70° C. for 3 h. Af... Run at time 15 minute. Product: FC1=C(OC=2C(=NC(=NC2)NS(=O)(=O)C)C=2C3=C(C(N(C2)C)=O)OC=C3)C=CC(=C1)F (N-[5-(2,4-difluorophenoxy)-4-(6-methyl-7-oxofuro[2,3-c]pyridin-4-yl)pyrimidin-2-yl]methanesulfonamide). As a reaction SMILES: [CH3:1][S:2]([NH2:5])(=[O:4])=[O:3].[H-].[Na+].[F:8][C:9]1[CH:36]=[C:35]([F:37])[CH:34]=[CH:33][C:10]=1[O:11][C:12]1[C:13]([C:22]2[C:23]3[CH:32]=[CH:31][O:30][C:24]=3[C:25](=[O:29])[N:26]([CH3:28])[CH:27]=2)=[N:14][C:15](S(C)(=O)=O)=[N:16][CH:17]=1>CN(C=O)C>[F:8][C:9]1[CH:36]=[C:35]([F:37])[CH:34]=[CH:33][C:10]=1[O:11][C:12]1[C:13]([C:22]2[C:23]3[CH:32]=[CH:31][O:30][C:24]=3[C:25](=[O:29])[N:26]([CH3:28])[CH:27]=2)=[N:14][C:15]([NH:5][S:2]([CH3:1])(=[O:4])=[O:3])=[N:16][CH:17]=1 |f:1.2|. Starting materials: [H-].[Na+] (NaH), CS(=O)(=O)N (methanesulfonamide), FC1=C(OC=2C(=NC(=NC2)S(=O)(=O)C)C=2C3=C(C(N(C2)C)=O)OC=C3)C=CC(=C1)F (4-[5-(2,4-difluorophenoxy)-2-methylsulfonylpyrimidin-4-yl]-6-methylfuro[2,3-c]pyridin-7-one). Solvent: CN(C)C=O (DMF), CN(C)C=O (DMF). The yield is 69.7%.